Dataset: the Open Reaction Database (ORD), a public repository of structured organic reaction records. Task: describe an organic reaction: reactants, conditions, products, and yield Starting materials: Cl (HCl), CC=1C=C(C=CC1B1OC(C(O1)(C)C)(C)C)O (3-methyl-4-(4,4,5,5-tetramethyl-[1,3,2]dioxaborolan-2-yl)-phenol), COC(=O)C1=CNC2=CC(=CC=C12)Br (6-bromo-1H-indole-3-carboxylic acid methyl ester), C([O-])([O-])=O.[K+].[K+] (potassium carbonate). Reagents/catalysts: C=1C=CC(=CC1)[P](C=2C=CC=CC2)(C=3C=CC=CC3)[Pd]([P](C=4C=CC=CC4)(C=5C=CC=CC5)C=6C=CC=CC6)([P](C=7C=CC=CC7)(C=8C=CC=CC8)C=9C=CC=CC9)[P](C=1C=CC=CC1)(C=1C=CC=CC1)C=1C=CC=CC1 (tetrakis(triphenylphosphine)palladium(0)). Solvent: C(C)O (ethanol), CN(C)C=O (DMF), O (water). Reaction conditions: temperature 85 celsius. The product is COC(=O)C1=CN(C2=CC(=CC=C12)C1=C(C=C(C=C1)O)C)C (6-(4-Hydroxy-2-methyl-phenyl)-1-methyl-1H-indole-3-carboxylic Acid Methyl Ester). The yield is 87.0%. Reaction SMILES: [CH3:1][C:2]1[CH:3]=[C:4]([OH:17])[CH:5]=[CH:6][C:7]=1B1OC(C)(C)C(C)(C)O1.[CH3:18][O:19][C:20]([C:22]1[C:30]2[C:25](=[CH:26][C:27](Br)=[CH:28][CH:29]=2)[NH:24][CH:23]=1)=[O:21].[C:32](=O)([O-])[O-].[K+].[K+].Cl>O.C1C=CC([P]([Pd]([P](C2C=CC=CC=2)(C2C=CC=CC=2)C2C=CC=CC=2)([P](C2C=CC=CC=2)(C2C=CC=CC=2)C2C=CC=CC=2)[P](C2C=CC=CC=2)(C2C=CC=CC=2)C2C=CC=CC=2)(C2C=CC=CC=2)C2C=CC=CC=2)=CC=1.C(O)C.CN(C=O)C>[CH3:18][O:19][C:20]([C:22]1[C:30]2[C:25](=[CH:26][C:27]([C:7]3[CH:6]=[CH:5][C:4]([OH:17])=[CH:3][C:2]=3[CH3:1])=[CH:28][CH:29]=2)[N:24]([CH3:32])[CH:23]=1)=[O:21] |f:2.3.4,^1:43,45,64,83|. Procedure: A mixture of 3-methyl-4-(4,4,5,5-tetramethyl-[1,3,2]dioxaborolan-2-yl)-phenol (2.36 g, 10.1 mmol), 6-bromo-1H-indole-3-carboxylic acid methyl ester (1.8 g, 6.71 mmol), tetrakis(triphenylphosphine)palladium(0) (300 mg, 0.26 mmol), DMF (27 mL), ethanol (13.5 mL) and 2M aqueous potassium carbonate (13.5 mL) is heated to 85° C. for 4 hours. The reaction is cooled to room temperature and diluted with water and acidified with 1 N HCl. The resulting solution is extracted with ethyl acetate. The combine... Reactants: CC(=NOCc1ccccc1)c1cccc(CO)c1, CCOCC, BrP(Br)Br. Yields the product CC(=NOCc1ccccc1)c1cccc(CBr)c1. Reaction SMILES: [CH2:1]([c:2]1[cH:3][cH:4][cH:5][cH:6][cH:7]1)[O:8][N:9]=[C:10]([CH3:11])[c:12]1[cH:13][c:14]([CH2:15][OH:16])[cH:17][cH:18][cH:19]1.[CH3:24][CH2:25][O:26][CH2:27][CH3:28].[P:20]([Br:21])([Br:22])[Br:23]>>[CH2:1]([c:2]1[cH:3][cH:4][cH:5][cH:6][cH:7]1)[O:8][N:9]=[C:10]([CH3:11])[c:12]1[cH:13][c:14]([CH2:15][Br:21])[cH:17][cH:18][cH:19]1. Starting materials: C(C)(=O)NC=1C=C(N)C=CC1 (3-Acetylaminoaniline), C(CCCCC)Cl (n-hexyl chloride), C([O-])([O-])=O.[Na+].[Na+] (sodium carbonate). Product: C(C)(=O)NC=1C=C(NCCCCCC)C=CC1 (3-acetylamino-N-hexylaniline). RXN SMILES: [C:1]([NH:4][C:5]1[CH:6]=[C:7]([CH:9]=[CH:10][CH:11]=1)[NH2:8])(=[O:3])[CH3:2].[CH2:12](Cl)[CH2:13][CH2:14][CH2:15][CH2:16][CH3:17].C(=O)([O-])[O-].[Na+].[Na+]>>[C:1]([NH:4][C:5]1[CH:6]=[C:7]([CH:9]=[CH:10][CH:11]=1)[NH:8][CH2:12][CH2:13][CH2:14][CH2:15][CH2:16][CH3:17])(=[O:3])[CH3:2] |f:2.3.4|. Reported procedure: 3-Acetylaminoaniline (15 parts) was reacted with n-hexyl chloride (12.1 parts) at 100° to 110° C. for 4 hours in the presence of anhydrous sodium carbonate (5.3 parts) to obtain 3-acetylamino-N-hexylaniline. Thereafter, reaction was further continued at 120° to 130° C. for 4 hours with addition of n-amyl chloride (10.7 parts) and anhydrous sodium carbonate (5.3 parts) to obtain 3-acetylamino-N-n-hexyl-N-n-pentylaniline (coupling component). In the same manner as in Example 1, 2-cyano-4-nitro-6-c...